describe an organic reaction: reactants, conditions, products, and yield From a dataset of the Open Reaction Database (ORD), a public repository of structured organic reaction records. The reactants are Cl (hydrochloric acid), N1=C(C=CC=C1)CCS (2-Pyridineethanethiol), [OH-].[K+] (potassium hydroxide), ClCCO (2-Chloroethanol). Run in CO (methanol). Run at time 6 hour. Product: N1=C(C=CC=C1)CCSCCO (2-[[2-(2-Pyridinyl)ethyl]thio]ethanol). The yield is 22.4%. Reaction SMILES: [N:1]1[CH:6]=[CH:5][CH:4]=[CH:3][C:2]=1[CH2:7][CH2:8][SH:9].[OH-].[K+].Cl[CH2:13][CH2:14][OH:15].Cl>CO>[N:1]1[CH:6]=[CH:5][CH:4]=[CH:3][C:2]=1[CH2:7][CH2:8][S:9][CH2:13][CH2:14][OH:15] |f:1.2|. Reported procedure: 2-Pyridineethanethiol (1.9 g) and potassium hydroxide (0.77 g) in methanol (15 ml) were stirred under nitrogen for 15 min. 2-Chloroethanol (1.10 g) was added and the solution stirred under nitrogen for 6 h. The mixture was acidified to pH5 with 2N hydrochloric acid and then left overnight. The methanol was evaporated in vacuo and the residue partitioned between water (150 ml) and diethyl ether (150 ml), separated and the aqueous phase re-extracted with diethyl ether (100 ml). The combined ethere... Reactants: FC=1C=C(C=CC1F)C (3,4-difluorotoluene), ClCl (chlorine), ferric chloride. Yields the product ClC1=C(C=C(C(=C1)F)F)C (2-chloro-4,5-difluorotoluene). As a reaction SMILES: [F:1][C:2]1[CH:3]=[C:4]([CH3:9])[CH:5]=[CH:6][C:7]=1[F:8].[Cl:10]Cl>>[Cl:10][C:5]1[CH:6]=[C:7]([F:8])[C:2]([F:1])=[CH:3][C:4]=1[CH3:9]. Procedure details: As shown in the above reaction, a mixture of 4-chloro-1-methyl-4,5,5-trifluorocyclohexene (IIIa) and 5-chloro-1-methyl-4,4,5-trifluorocyclohexene (IIIb) is prepared by reacting chlorotrifluoroethylene (CTFE) (I) and isoprene (II) at temperature range of 390 to 480° C. through continuous vapor phase condensation in a flow reactor and distilling the resultant. The mixture is dehydrohalogenated in the presence of alkali metal hydroxide and a phase transition catalyst to form 3,4-difluorotoluene (IV...